Task: describe an organic reaction: reactants, conditions, products, and yield. Dataset: the Open Reaction Database (ORD), a public repository of structured organic reaction records The product is N#Cc1ccc(Oc2cc(Cl)ccc2Cl)c(N)c1. Reactants: C1CCOC1, N#Cc1ccc(Oc2cc(Cl)ccc2Cl)c([N+](=O)[O-])c1, O. RXN SMILES: [CH2:21]1[O:22][CH2:23][CH2:24][CH2:25]1.[Cl:1][c:2]1[c:3]([O:4][c:5]2[c:6]([N+:13]([O-:14])=[O:15])[cH:7][c:8]([C:9]#[N:10])[cH:11][cH:12]2)[cH:16][c:17]([Cl:20])[cH:18][cH:19]1.[OH2:26]>>[Cl:1][c:2]1[c:3]([O:4][c:5]2[c:6]([NH2:13])[cH:7][c:8]([C:9]#[N:10])[cH:11][cH:12]2)[cH:16][c:17]([Cl:20])[cH:18][cH:19]1.